From a dataset of the Open Reaction Database (ORD), a public repository of structured organic reaction records. describe an organic reaction: reactants, conditions, products, and yield Starting materials: CCOC(=O)c1ccc2c(c1)CC(C)(C)C(c1cccc(N(C)C(N)=O)c1)N2, CO, Cl, [Na+], C1CCOC1, [OH-], O. Product: CN(C(N)=O)c1cccc(C2Nc3ccc(C(=O)O)cc3CC2(C)C)c1. RXN SMILES: [CH2:1]([CH3:2])[O:3][C:4](=[O:5])[c:6]1[cH:7][c:8]2[c:13]([cH:14][cH:15]1)[NH:12][CH:11]([c:16]1[cH:17][c:18]([N:22]([C:23](=[O:24])[NH2:25])[CH3:26])[cH:19][cH:20][cH:21]1)[C:10]([CH3:27])([CH3:28])[CH2:9]2.[CH3:30][OH:31].[ClH:29].[Na+:38].[O:32]1[CH2:33][CH2:34][CH2:35][CH2:36]1.[OH-:37].[OH2:39]>>[O:3]=[C:4]([OH:5])[c:6]1[cH:7][c:8]2[c:13]([cH:14][cH:15]1)[NH:12][CH:11]([c:16]1[cH:17][c:18]([N:22]([C:23](=[O:24])[NH2:25])[CH3:26])[cH:19][cH:20][cH:21]1)[C:10]([CH3:27])([CH3:28])[CH2:9]2. The reactants are C(C)(C)C1=CC=C(C=C1)S(=O)(=O)Cl (4-Isopropylbenzenesulfonyl chloride), NC1=C(C(=NN1C)OC)C1=CC2=C(OCO2)C=C1 (5-amino-4-(1,3-benzodioxol-5-yl)-3-methoxy-1-methyl-1H-pyrazole), CN(C)C1=NC=CC=C1 (dimethylaminopyridine). Run in N1=CC=CC=C1 (pyridine). Run at time 8 hour. Product: O1COC2=C1C=CC(=C2)C=2C(=NN(C2NS(=O)(=O)C2=CC=C(C=C2)C(C)C)C)OC (N-[4-(1,3-benzodioxol-5-yl)-3-methoxy-1-methyl-1H-pyrazol-5-yl]-4-isopropylbenzenesulfonamide). The yield is 6.9%. RXN SMILES: [CH:1]([C:4]1[CH:9]=[CH:8][C:7]([S:10](Cl)(=[O:12])=[O:11])=[CH:6][CH:5]=1)([CH3:3])[CH3:2].[NH2:14][C:15]1[N:19]([CH3:20])[N:18]=[C:17]([O:21][CH3:22])[C:16]=1[C:23]1[CH:31]=[CH:30][C:26]2[O:27][CH2:28][O:29][C:25]=2[CH:24]=1.CN(C1C=CC=CN=1)C>N1C=CC=CC=1>[O:27]1[C:26]2[CH:30]=[CH:31][C:23]([C:16]3[C:17]([O:21][CH3:22])=[N:18][N:19]([CH3:20])[C:15]=3[NH:14][S:10]([C:7]3[CH:8]=[CH:9][C:4]([CH:1]([CH3:3])[CH3:2])=[CH:5][CH:6]=3)(=[O:12])=[O:11])=[CH:24][C:25]=2[O:29][CH2:28]1. Procedure details: 4-Isopropylbenzenesulfonyl chloride (176 mg) was added at room temperature under an atmosphere of nitrogen to a solution of 5-amino-4-(1,3-benzodioxol-5-yl)-3-methoxy-1-methyl-1H-pyrazole (Preparation 43) (100 mg) and dimethylaminopyridine (50 mg) in anhydrous pyridine (4 ml). The reaction was stirred overnight. The mixture was concentrated under reduced pressure, then a saturated solution of ammonium chloride (6 ml), ethyl acetate (6 ml), and brine (6 ml) were sequentially added. The aqueous ph...